Dataset: the Open Reaction Database (ORD), a public repository of structured organic reaction records. Task: describe an organic reaction: reactants, conditions, products, and yield Starting materials: C(c1ccc(cc1)[Cl])Oc1ccccc1C=O, CC1=CN=C(C=C1)N, [C-]#[N+]C1CCCCC1. Reagents/catalysts: O=C(O)C(F)(F)F (trifluoroacetic acid). Run in CC(C)O (isopropyl alcohol), CC(C)O (isopropylalcohol). Conditions: temperature 22 celsius, time 20 hour. Product: Cc1ccc2nc(c3ccccc3OCc3ccc(cc3)[Cl])c(NC3CCCCC3)n2c1. Yield: 35.6%. As a reaction SMILES: CC1=CC=C(N)N=C1.[C-]#[N+]C1CCCCC1.ClC1=CC=C(COC2=C(C=O)C=CC=C2)C=C1>>CC1=CN2C(C=C1)=NC(=C2NC1CCCCC1)C1=CC=CC=C1OCC1=CC=C(Cl)C=C1. Reactants: O=C([O-])O, COc1ccc2ncc3c(c2c1)CCCC3, CSC, ClCCl, [Na+], O=C(OO)c1cccc(Cl)c1. Product: COc1ccc2c(c1)c1c(c[n+]2[O-])CCCC1. RXN SMILES: [C:31](=[O:32])([OH:33])[O-:34].[CH3:1][O:2][c:3]1[cH:4][c:5]2[c:6]3[c:11]([cH:12][n:13][c:14]2[cH:15][cH:16]1)[CH2:10][CH2:9][CH2:8][CH2:7]3.[CH3:28][S:29][CH3:30].[Cl:36][CH2:37][Cl:38].[Na+:35].[OH:17][O:18][C:19]([c:20]1[cH:21][c:22]([Cl:23])[cH:24][cH:25][cH:26]1)=[O:27]>>[CH3:1][O:2][c:3]1[cH:4][c:5]2[c:6]3[c:11]([cH:12][n+:13]([O-:17])[c:14]2[cH:15][cH:16]1)[CH2:10][CH2:9][CH2:8][CH2:7]3. The reactants are ClC1=NC=NC(=C1)NN (4-Chloro-6-hydrazinopyrimidine), Cl.FC1(CNCC1)F (3,3-difluoropyrrolidine hydrochloride), C(C)N(C(C)C)C(C)C (N-ethyl-N-(propan-2-yl)propane-2-amine), FC(C(=O)O)(F)F (trifluoroacetic acid), CN(C=C(C(=O)OCC)N1N=NC(=C1)C#N)C (Ethyl 3-(dimethylamino)-2-(4-cyano-1H-1,2,3-triazol-1-yl)acrylate). Run in O (water). Reaction conditions: temperature 100 celsius, time 16 hour. Yields the product FC1(CN(CC1)C1=CC(=NC=N1)N1NC=C(C1=O)N1N=NC(=C1)C#N)F (1-{2-[6-(3,3-Difluoropyrrolidin-1-yl)pyrimidin-4-yl]-3-oxo-2,3-dihydro-1H-pyrazol-4-yl}-1H-1,2,3-triazole-4-carbonitrile). As a reaction SMILES: Cl[C:2]1[CH:7]=[C:6]([NH:8][NH2:9])[N:5]=[CH:4][N:3]=1.Cl.[F:11][C:12]1([F:17])[CH2:16][CH2:15][NH:14][CH2:13]1.C(N(C(C)C)C(C)C)C.FC(F)(F)C(O)=O.CN(C)[CH:36]=[C:37]([N:43]1[CH:47]=[C:46]([C:48]#[N:49])[N:45]=[N:44]1)[C:38](OCC)=[O:39]>O>[F:11][C:12]1([F:17])[CH2:16][CH2:15][N:14]([C:2]2[N:3]=[CH:4][N:5]=[C:6]([N:8]3[C:38](=[O:39])[C:37]([N:43]4[CH:47]=[C:46]([C:48]#[N:49])[N:45]=[N:44]4)=[CH:36][NH:9]3)[CH:7]=2)[CH2:13]1 |f:1.2|. Reported procedure: A mixture of 200 mg (1.4 mmol) of the compound from Example 11A, 238 mg (1.7 mmol) of 3,3-difluoropyrrolidine hydrochloride and 289 μl (215 mg, 1.7 mmol) of N-ethyl-N-(propan-2-yl)propane-2-amine in 3 ml of water is stirred at 100° C. for 16 h. Following the addition of 53 μl (79 mg, 0.7 mmol) of trifluoroacetic acid and 325 mg (1.4 mmol) of the compound from Example 7A, the reaction mixture is stirred at 100° C. for 16 h. The precipitated solid is filtered off and washed first with water and th... Run in C(C)(=O)OCC (ethyl acetate), CC1OCCC1 (2-methyltetrahydrofuran), CC1OCCC1 (2-methyltetrahydrofuran). As a reaction SMILES: [CH:1]1[CH:2]=[C:3]([N:9]2[CH2:14][CH2:13][N:12]([CH2:15][CH2:16][CH2:17][CH2:18][O:19][C:20]3[CH:21]=[CH:22][C:23]4[CH2:30][CH2:29][C:27](=[O:28])[NH:26][C:24]=4[CH:25]=3)[CH2:11][CH2:10]2)[C:4]([Cl:8])=[C:5]([Cl:7])[CH:6]=1.[H-].[Na+].Cl[C:34]([O:36][CH2:37][Cl:38])=[O:35]>CC1CCCO1.C(OCC)(=O)C>[Cl:8][C:4]1[C:5]([Cl:7])=[CH:6][CH:1]=[CH:2][C:3]=1[N:9]1[CH2:14][CH2:13][N:12]([CH2:15][CH2:16][CH2:17][CH2:18][O:19][C:20]2[CH:25]=[C:24]3[C:23]([CH2:30][CH2:29][C:27](=[O:28])[N:26]3[C:34]([O:36][CH2:37][Cl:38])=[O:35])=[CH:22][CH:21]=2)[CH2:11][CH2:10]1 |f:1.2|. Reported procedure: To a suspension of aripiprazole (2 g, 4.46 mmol) in 2-methyltetrahydrofuran (40 mL) was added NaH (357 mg, 8.92 mmol). After 20 minutes, further 2-methyltetrahydrofuran (20 mL) was added to aid stirring. Chloromethyl chloroformate (1.19 mL, 13.38 mmol) was then added and the reaction stirred for 2 days. The reactions were combined for work up. The reaction was cooled to 0° C., diluted with ethyl acetate (50 mL) and quenched with aqueous saturated NaHCO3 solution (50 mL). The reaction was extract... Starting materials: ClC(=O)OCCl (Chloromethyl chloroformate), [H-].[Na+] (NaH), C=1C=C(C(=C(C1)Cl)Cl)N2CCN(CC2)CCCCOC=3C=CC4=C(C3)NC(=O)CC4 (aripiprazole). The product is ClC1=C(C=CC=C1Cl)N1CCN(CC1)CCCCOC1=CC=C2CCC(N(C2=C1)C(=O)OCCl)=O (chloromethyl 7-(4-(4-(2,3-dichlorophenyl)piperazin-1-yl)butoxy)-2-oxo-3,4-dihydroquinoline-1(2H)-carboxylate). Reaction conditions: temperature 0 celsius, time 20 minute. The reactants are OCCNC(=O)CC(CN1N=CN=C1)(O)C1=C(C=C(C=C1)Cl)Cl (1(N-[2-Hydroxyethyl]carbamoyl)-2-(2,4-dichlorophenyl)-3-(1H-1,2,4-triazol-1-yl)propan-2-ol), C1(=CC=CC=C1)P(C1=CC=CC=C1)C1=CC=CC=C1 (triphenylphosphine), N(=NC(=O)OCC)C(=O)OCC (diethyl azodicarboxylate). Run in O1CCCC1 (tetrahydrofuran), O (water). Product: N1(CC1)C(=O)CC(CN1N=CN=C1)(O)C1=C(C=C(C=C1)Cl)Cl (1-Aziridinylcarbonyl-2-(2,4-dichlorophenyl)-3-(1H-1,2,4-triazol-1-yl)propan-2-ol). As a reaction SMILES: O[CH2:2][CH2:3][NH:4][C:5]([CH2:7][C:8]([C:16]1[CH:21]=[CH:20][C:19]([Cl:22])=[CH:18][C:17]=1[Cl:23])([OH:15])[CH2:9][N:10]1[CH:14]=[N:13][CH:12]=[N:11]1)=[O:6].C1(P(C2C=CC=CC=2)C2C=CC=CC=2)C=CC=CC=1.N(C(OCC)=O)=NC(OCC)=O>O1CCCC1.O>[N:4]1([C:5]([CH2:7][C:8]([C:16]2[CH:21]=[CH:20][C:19]([Cl:22])=[CH:18][C:17]=2[Cl:23])([OH:15])[CH2:9][N:10]2[CH:14]=[N:13][CH:12]=[N:11]2)=[O:6])[CH2:2][CH2:3]1. Reported procedure: 1(N-[2-Hydroxyethyl]carbamoyl)-2-(2,4-dichlorophenyl)-3-(1H-1,2,4-triazol-1-yl)propan-2-ol (1.0 g), triphenylphosphine (1.09 g) and diethyl azodicarboxylate (0.72 g) were stirred at room temperature for 20 hours in dry tetrahydrofuran (20 ml). The reaction mixture was then diluted with water (70 ml) and extracted with ethyl acetate (3×5 ml). The combined organic extracts were washed with saturated sodium chloride solution (2×20 ml), dried (MgSO4), and evaporated to a brown gum. This material was...